This data is from the Open Reaction Database (ORD), a public repository of structured organic reaction records. The task is: describe an organic reaction: reactants, conditions, products, and yield Reactants: IC1=C(N)C=CC=C1 (2-iodoaniline), C(O)([O-])=O.[Na+] (sodium hydrogencarbonate), P(=O)(Cl)(Cl)Cl (Phosphorus oxychloride), N1C=NC=C1 (imidazole), C(C1=CC=CC=C1)OC(=O)NCC(=O)O (N-benzyloxycarbonylglycine). The solvent is CC(=O)N(C)C (DMA), C(C)(=O)OCC (ethyl acetate), O (water), CC(=O)N(C)C (dimethylacetamide). The product is IC1=C(C=CC=C1)NC(CNC(=O)OCC1=CC=CC=C1)=O (N-(2-Iodophenyl)-2-(benzyloxycarbonylamino)acetamide). Yield: 86.5%. RXN SMILES: P(Cl)(Cl)(Cl)=O.N1C=CN=C1.[CH2:11]([O:18][C:19]([NH:21][CH2:22][C:23]([OH:25])=O)=[O:20])[C:12]1[CH:17]=[CH:16][CH:15]=[CH:14][CH:13]=1.[I:26][C:27]1[CH:33]=[CH:32][CH:31]=[CH:30][C:28]=1[NH2:29].C(=O)([O-])O.[Na+]>CC(N(C)C)=O.C(OCC)(=O)C.O>[I:26][C:27]1[CH:33]=[CH:32][CH:31]=[CH:30][C:28]=1[NH:29][C:23](=[O:25])[CH2:22][NH:21][C:19]([O:18][CH2:11][C:12]1[CH:13]=[CH:14][CH:15]=[CH:16][CH:17]=1)=[O:20] |f:4.5|. Procedure: Phosphorus oxychloride (2.2 ml, 24 mmol), imidazole (2.7 g, 40 mmol), and N-benzyloxycarbonylglycine (5.0 g, 24 mmol) are added to dimethylacetamide (32 ml) under ice cooling and stirring. After stirring for 5 minutes, a solution of 2-iodoaniline (4.4 g, 20 mmol) in DMA (10 ml) is added dropwise. The reaction mixture is stirred at 50° C. for 3 hours. After allowing to cool, water and ethyl acetate are added to the reaction mixture, and a saturated aqueous solution of sodium hydrogencarbonate is ... Reactants: C(C)(C)(C)OC(=O)N1[C@@H](C[C@@H](C1)N1CCN(CC1)C1=CC(=NC2=CC=CC=C12)C(N)=O)C(=O)N1CSCC1 (3-{(2S,4S)-1-tert-butoxycarbonyl-4-[4-(2-carbamoyl-4-quinolyl)-1-piperazinyl]-2-pyrrolidinylcarbonyl}-1,3-thiazolidine), Cl.Cl.Cl.COC(=O)C1=NC2=CC=CC=C2C(=C1)N1CCN(CC1)[C@H]1C[C@H](NC1)C(=O)N1CSCC1 (3-{(2S,4S)-4-[4-(2-methoxycarbonyl-4-quinolyl)-1-piperazinyl]-2-pyrrolidinylcarbonyl}-1,3-thiazolidine trihydrochloride), Example 186 ( 2 ). Product: Cl.Cl.Cl.C(N)(=O)C1=NC2=CC=CC=C2C(=C1)N1CCN(CC1)[C@H]1C[C@H](NC1)C(=O)N1CSCC1 (3-{(2S,4S)-4-[4-(2-carbamoyl-4-quinolyl)-1-piperazinyl]-2-pyrrolidinylcarbonyl}-1,3-thiazolidine trihydrochloride). As a reaction SMILES: C(OC([N:8]1[CH2:12][C@@H:11]([N:13]2[CH2:18][CH2:17][N:16]([C:19]3[C:28]4[C:23](=[CH:24][CH:25]=[CH:26][CH:27]=4)[N:22]=[C:21]([C:29](=[O:31])[NH2:30])[CH:20]=3)[CH2:15][CH2:14]2)[CH2:10][C@H:9]1[C:32]([N:34]1[CH2:38][CH2:37][S:36][CH2:35]1)=[O:33])=O)(C)(C)C.[ClH:39].Cl.Cl.COC(C1C=C(N2CCN([C@@H]3CN[C@H](C(N4CCSC4)=O)C3)CC2)C2C(=CC=CC=2)N=1)=O>>[ClH:39].[ClH:39].[ClH:39].[C:29]([C:21]1[CH:20]=[C:19]([N:16]2[CH2:17][CH2:18][N:13]([C@@H:11]3[CH2:12][NH:8][C@H:9]([C:32]([N:34]4[CH2:38][CH2:37][S:36][CH2:35]4)=[O:33])[CH2:10]3)[CH2:14][CH2:15]2)[C:28]2[C:23](=[CH:24][CH:25]=[CH:26][CH:27]=2)[N:22]=1)(=[O:31])[NH2:30] |f:1.2.3.4,5.6.7.8|. Procedure details: Using 3-{(2S,4S)-1-tert-butoxycarbonyl-4-[4-(2-carbamoyl-4-quinolyl)-1-piperazinyl]-2-pyrrolidinylcarbonyl}-1,3-thiazolidine [product of Example 262 (3), 1.05 g], and in the same manner as in Example 186 (2), the title compound (696 mg) was obtained as a brown powder. Starting materials: CN(C)CC1=CC=C(O1)CO (5-(Dimethylamino)methyl-2-furanmethanol), Cl.NCCS (cysteamine hydrochloride), C([O-])([O-])=O.[Na+].[Na+] (sodium carbonate). The solvent is Cl (hydrochloric acid). Run at time 18 hour. Product: CN(C)CC1=CC=C(O1)CSCCN (2-[[[5-(dimethylamino)methyl-2-furanyl]methyl]thio]ethanamine). The yield is 54.2%. RXN SMILES: [CH3:1][N:2]([CH2:4][C:5]1[O:9][C:8]([CH2:10]O)=[CH:7][CH:6]=1)[CH3:3].Cl.[NH2:13][CH2:14][CH2:15][SH:16].C(=O)([O-])[O-].[Na+].[Na+]>Cl>[CH3:1][N:2]([CH2:4][C:5]1[O:9][C:8]([CH2:10][S:16][CH2:15][CH2:14][NH2:13])=[CH:7][CH:6]=1)[CH3:3] |f:1.2,3.4.5|. Procedure: 5-(Dimethylamino)methyl-2-furanmethanol (15.5 g) was added dropwise to a stirred, ice-cold solution of cysteamine hydrochloride (11.36 g) in concentrated hydrochloric acid (40 ml). After standing at 0° for 18 hr, excess anhydrous sodium carbonate was added and the resultant solid extracted with diethyl ether. Removal of solvent followed by distillation of the residue gave 2-[[[5-(dimethylamino)methyl-2-furanyl]methyl]thio]ethanamine (11.6 g) b.p. 104-106° (0.1 mm). Picrate salt m.p. 142-144°.